This data is from the Open Reaction Database (ORD), a public repository of structured organic reaction records. The task is: describe an organic reaction: reactants, conditions, products, and yield Starting materials: O=C(n1ccnc1)n1ccnc1, CCN(C(C)C)C(C)C, ClCCl, COc1ccc(F)cc1C1CCCN1c1ccn2ncc(N)c2n1, OC1CCNC1. Product: COc1ccc(F)cc1C1CCCN1c1ccn2ncc(NC(=O)N3CCC(O)C3)c2n1. As a reaction SMILES: [C:34](=[O:35])([n:36]1[cH:37][cH:38][n:39][cH:40]1)[n:41]1[cH:42][cH:43][n:44][cH:45]1.[CH:25]([N:26]([CH2:27][CH3:28])[CH:29]([CH3:30])[CH3:31])([CH3:32])[CH3:33].[Cl:52][CH2:53][Cl:54].[F:1][c:2]1[cH:3][cH:4][c:5]([O:23][CH3:24])[c:6]([CH:8]2[N:9]([c:13]3[n:14][c:15]4[n:16]([cH:17][cH:18]3)[n:19][cH:20][c:21]4[NH2:22])[CH2:10][CH2:11][CH2:12]2)[cH:7]1.[NH:46]1[CH2:47][CH:48]([OH:51])[CH2:49][CH2:50]1>>[F:1][c:2]1[cH:3][cH:4][c:5]([O:23][CH3:24])[c:6]([CH:8]2[N:9]([c:13]3[n:14][c:15]4[n:16]([cH:17][cH:18]3)[n:19][cH:20][c:21]4[NH:22][C:34](=[O:35])[N:46]3[CH2:47][CH:48]([OH:51])[CH2:49][CH2:50]3)[CH2:10][CH2:11][CH2:12]2)[cH:7]1. Reactants: [BH4-], CC(C)(C)OC(=O)N(CCCCN)C1CC1, CO, Cc1cc(Cl)cnc1C=O, [K+], [K+], [Na+], [Na+], O=C([O-])[O-], O=C([O-])O. Product: Cc1cc(Cl)cnc1CNCCCCN(C(=O)OC(C)(C)C)C1CC1. As a reaction SMILES: [BH4-:33].[C:1]([CH3:2])([CH3:3])([CH3:4])[O:5][C:6]([N:7]([CH:8]1[CH2:9][CH2:10]1)[CH2:11][CH2:12][CH2:13][CH2:14][NH2:15])=[O:16].[CH3:40][OH:41].[Cl:17][c:18]1[cH:19][c:20]([CH3:26])[c:21]([CH:24]=[O:25])[n:22][cH:23]1.[K+:27].[K+:28].[Na+:34].[Na+:39].[O-:29][C:30]([O-:31])=[O:32].[O-:35][C:36]([OH:37])=[O:38]>>[C:1]([CH3:2])([CH3:3])([CH3:4])[O:5][C:6]([N:7]([CH:8]1[CH2:9][CH2:10]1)[CH2:11][CH2:12][CH2:13][CH2:14][NH:15][CH2:24][c:21]1[c:20]([CH3:26])[cH:19][c:18]([Cl:17])[cH:23][n:22]1)=[O:16]. Starting materials: C1CCOC1, O=C(O)CNC1CCCC1, O=C(Cl)OCc1ccccc1, Cl, Cl, [Na+], [OH-]. Yields the product O=C(O)CN(C(=O)OCc1ccccc1)C1CCCC1. RXN SMILES: [CH2:26]1[O:27][CH2:28][CH2:29][CH2:30]1.[CH:2]1([NH:7][CH2:8][C:9](=[O:10])[OH:11])[CH2:3][CH2:4][CH2:5][CH2:6]1.[Cl:12][C:13](=[O:14])[O:15][CH2:16][c:17]1[cH:18][cH:19][cH:20][cH:21][cH:22]1.[ClH:1].[ClH:23].[Na+:25].[OH-:24]>>[CH:2]1([N:7]([CH2:8][C:9](=[O:10])[OH:11])[C:13](=[O:14])[O:15][CH2:16][c:17]2[cH:18][cH:19][cH:20][cH:21][cH:22]2)[CH2:3][CH2:4][CH2:5][CH2:6]1. Reactants: C(=O)(O)CCC(=CCC1=C(C(C(=C(C1=O)OC)OC)=O)C)C (6-(5-carboxy-3-methyl-2-pentenyl)-2,3-dimethoxy-5-methyl-1,4-benzoquinone), C1(=CC=C(C=C1)S(=O)(=O)O)C (p-toluene sulfonic acid). The solvent is CO (methanol). Conditions: time 4 hour. Product: COC=1C(C(=C(C(C1OC)=O)C)CC=C(CCC(=O)OC)C)=O (2,3-dimethoxy-6-(5-methoxycarbonyl-3-methyl-2-pentenyl)-5-methyl-1,4-benzoquinone). Yield: 448.7%. RXN SMILES: [C:1]([CH2:4][CH2:5][C:6]([CH3:22])=[CH:7][CH2:8][C:9]1[C:14](=[O:15])[C:13]([O:16][CH3:17])=[C:12]([O:18][CH3:19])[C:11](=[O:20])[C:10]=1[CH3:21])([OH:3])=[O:2].[C:23]1(C)C=CC(S(O)(=O)=O)=CC=1>CO>[CH3:17][O:16][C:13]1[C:14](=[O:15])[C:9]([CH2:8][CH:7]=[C:6]([CH3:22])[CH2:5][CH2:4][C:1]([O:3][CH3:23])=[O:2])=[C:10]([CH3:21])[C:11](=[O:20])[C:12]=1[O:18][CH3:19]. Reported procedure: To a solution of 6-(5-carboxy-3-methyl-2-pentenyl)-2,3-dimethoxy-5-methyl-1,4-benzoquinone (93 mg) in methanol (3 ml) was added p-toluene sulfonic acid (10 mg). The mixture was stirred for 4 hours. The solvent was evaporated off under reduced pressure. The residue was dissolved in diethylether. The solution was washed with water and then dried. The solvent was evaporated off under reduced pressure. The residue was subjected to a column chromatography using silica-gel (3 g). From the fractions el... Reactants: N=1C=CC=NC1C. Reagents/catalysts: N=1C=C(C(=C2C=CC3=C(N=CC(=C3C)C)C12)C)C, O1B(OC(C)(C)C1(C)C)B2OC(C)(C)C(O2)(C)C, C[OH2+].C[OH2+].C1CC=CCCC=C1.C1CC=CCCC=C1.[Ir].[Ir]. The solvent is O1CCCC1. Run at temperature 25 celsius, time 19 hour. Product: N=1C=C(C=NC1C)B2OC(C)(C)C(O2)(C)C. The yield is 70.0%. Reactants: C[C@H]1C[C@@H](CNC1)O ((3S,5S)-5-methyl-piperidin-3-ol), ClC=1C=C(C=CC1Cl)NC(=O)N1[C@H](C(N(CC1)CCC(=O)O)=O)C (3-[(S)-4-(3,4-dichloro-phenylcarbamoyl)-3-methyl-2-oxo-piperazin-1-yl]-propionic acid), ClC=1C=C(C=CC1Cl)NC(=O)N1[C@H](C(N(CC1)CCC(=O)O)=O)C (3-[(S)-4-(3,4-dichloro-phenylcarbamoyl)-3-methyl-2-oxo-piperazin-1-yl]-propionic acid). Product: Cl (hydrochloride), ClC=1C=C(C=CC1Cl)NC(=O)N1[C@H](C(N(CC1)CCC(=O)N1C[C@H](C[C@@H](C1)C)O)=O)C ((S)-4-[3-((3S,5S)-3-Hydroxy-5-methyl-piperidin-1-yl)-3-oxo-propyl]-2-methyl-3-oxo-piperazine-1-carboxylic acid (3,4-dichloro-phenyl)-amide). RXN SMILES: [Cl:1][C:2]1[CH:3]=[C:4]([NH:9][C:10]([N:12]2[CH2:17][CH2:16][N:15]([CH2:18][CH2:19][C:20](O)=[O:21])[C:14](=[O:23])[C@@H:13]2[CH3:24])=[O:11])[CH:5]=[CH:6][C:7]=1[Cl:8].[CH3:25][C@@H:26]1[CH2:31][NH:30][CH2:29][C@@H:28]([OH:32])[CH2:27]1>>[ClH:1].[Cl:1][C:2]1[CH:3]=[C:4]([NH:9][C:10]([N:12]2[CH2:17][CH2:16][N:15]([CH2:18][CH2:19][C:20]([N:30]3[CH2:31][C@@H:26]([CH3:25])[CH2:27][C@H:28]([OH:32])[CH2:29]3)=[O:21])[C:14](=[O:23])[C@@H:13]2[CH3:24])=[O:11])[CH:5]=[CH:6][C:7]=1[Cl:8]. Procedure: In analogy to the procedure described in Example 15, 3-[(S)-4-(3,4-dichloro-phenylcarbamoyl)-3-methyl-2-oxo-piperazin-1-yl]-propionic acid (intermediate 12) and 1.1 eq. (3S,5S)-5-methyl-piperidin-3-ol; hydrochloride (intermediate 4) gave the titled compound in 84% yield as off-white solid. MS: 471.3 (MH+, 2Cl). RXN SMILES: Cl[C:2]1[C:7]([C:8]([F:11])([F:10])[F:9])=[CH:6][N:5]=[C:4]([NH:12][C:13]2[CH:14]=[CH:15][C:16]([CH:19]3[CH2:24][CH2:23][N:22]([C:25]([O:27][C:28]([CH3:31])([CH3:30])[CH3:29])=[O:26])[CH2:21][CH2:20]3)=[N:17][CH:18]=2)[N:3]=1.C1C=CC(P(C2C=CC=CC=2)C2C=CC=CC=2)=CC=1.[C:51]([C:53]1[CH:58]=[CH:57][CH:56]=[CH:55][C:54]=1[C:59]1([C:62]([O:64][CH3:65])=[O:63])[CH2:61][CH2:60]1)#[CH:52]>CN(C=O)C.Cl[Pd](Cl)([P](C1C=CC=CC=1)(C1C=CC=CC=1)C1C=CC=CC=1)[P](C1C=CC=CC=1)(C1C=CC=CC=1)C1C=CC=CC=1.[Cu]I>[CH3:65][O:64][C:62]([C:59]1([C:54]2[CH:55]=[CH:56][CH:57]=[CH:58][C:53]=2[C:51]#[C:52][C:2]2[C:7]([C:8]([F:11])([F:10])[F:9])=[CH:6][N:5]=[C:4]([NH:12][C:13]3[CH:14]=[CH:15][C:16]([CH:19]4[CH2:24][CH2:23][N:22]([C:25]([O:27][C:28]([CH3:31])([CH3:30])[CH3:29])=[O:26])[CH2:21][CH2:20]4)=[N:17][CH:18]=3)[N:3]=2)[CH2:61][CH2:60]1)=[O:63] |^1:73,92|. Yields the product COC(=O)C1(CC1)C1=C(C=CC=C1)C#CC1=NC(=NC=C1C(F)(F)F)NC=1C=CC(=NC1)C1CCN(CC1)C(=O)OC(C)(C)C (tert-Butyl 4-(5-((4-((2-(1-(methoxycarbonyl)cyclopropyl)phenyl)ethynyl)-5-(trifluoromethyl)pyrimidin-2-yl)amino)pyridin-2-yl)piperidine-1-carboxylate), oil. Conditions: temperature 120 celsius. The reagents and catalysts are Cl[Pd]([P](C1=CC=CC=C1)(C2=CC=CC=C2)C3=CC=CC=C3)([P](C4=CC=CC=C4)(C5=CC=CC=C5)C6=CC=CC=C6)Cl (PdCl2(PPh3)2), [Cu]I (CuI). Solvent: CN(C)C=O (DMF). Procedure details: A stirred suspension of tert-butyl 4-(5-((4-chloro-5-(trifluoromethyl)pyrimidin-2-yl)amino)pyridin-2-yl)piperidine-1-carboxylate (K5) (152 mg, 0.332 mmol), PdCl2(PPh3)2 (12 mg, 0.017 mmol), PPh3 (9 mg, 0.03 mmol), CuI (6 mg, 0.03 mmol) and methyl 1-(2-ethynylphenyl)cyclopropanecarboxylate (K2) (80 mg, 0.40 mmol) in DMF (4.0 mL) was degassed with nitrogen for 10 minutes. Et3N (1.0 mL) was added and the resulting mixture heated under microwave irradiation at 120° C. for 20 minutes. The volatiles w... Reactants: ClC1=NC(=NC=C1C(F)(F)F)NC=1C=CC(=NC1)C1CCN(CC1)C(=O)OC(C)(C)C (tert-butyl 4-(5-((4-chloro-5-(trifluoromethyl)pyrimidin-2-yl)amino)pyridin-2-yl)piperidine-1-carboxylate), C1=CC=C(C=C1)P(C2=CC=CC=C2)C3=CC=CC=C3 (PPh3), C(#C)C1=C(C=CC=C1)C1(CC1)C(=O)OC (methyl 1-(2-ethynylphenyl)cyclopropanecarboxylate). Yield: 68.0%. The reactants are ClC1=C(C=CC(=C1)Cl)C(CC(C(F)(F)F)=O)=O (1-(2,4-dichloro-phenyl)-4,4,4-trifluoro-butane-1,3-dione), 2,4-dichloro-acetophenone, NC1=NNC=C1C#N (3-amino-4-cyano-pyrazole). Product: ClC1=C(C=CC(=C1)Cl)C1=NC=2N(C(=C1)C(F)(F)F)N=CC2C#N (5-(2,4-Dichloro-phenyl)-7-trifluoromethyl-pyrazolo[1,5-a]pyrimidine-3-carbonitrile). Isolated yield 17.6%. Reaction SMILES: [Cl:1][C:2]1[CH:7]=[C:6]([Cl:8])[CH:5]=[CH:4][C:3]=1[C:9](=O)[CH2:10][C:11](=O)[C:12]([F:15])([F:14])[F:13].[NH2:18][C:19]1[C:23]([C:24]#[N:25])=[CH:22][NH:21][N:20]=1>>[Cl:1][C:2]1[CH:7]=[C:6]([Cl:8])[CH:5]=[CH:4][C:3]=1[C:9]1[CH:10]=[C:11]([C:12]([F:15])([F:14])[F:13])[N:20]2[N:21]=[CH:22][C:23]([C:24]#[N:25])=[C:19]2[N:18]=1. Reported procedure: Reaction of 1-(2,4-dichloro-phenyl)-4,4,4-trifluoro-butane-1,3-dione (285 mg, 1.0 mmol), prepared from commercially available 2,4-dichloro-acetophenone according to general procedure A, and 3-amino-4-cyano-pyrazole (108 mg, 1.0 mmol) according to general procedure B yielded the title compound as a light brown solid (63 mg, 18%). MS (ISP) 357.1 [(M+H)+]; mp 180° C. The reactants are O=C([O-])[O-], CN(C)C=O, CCOC(=O)C(F)(F)Cl, [K+], [K+], O, Oc1ccc(OCc2ccccc2)cc1. Product: FC(F)Oc1ccc(OCc2ccccc2)cc1. Reaction SMILES: [C:25](=[O:26])([O-:27])[O-:28].[CH3:32][N:33]([CH3:34])[CH:35]=[O:36].[Cl:1][C:2]([C:3]([O:4][CH2:5][CH3:6])=[O:7])([F:8])[F:9].[K+:29].[K+:30].[OH2:31].[OH:10][c:11]1[cH:12][cH:13][c:14]([O:15][CH2:16][c:17]2[cH:18][cH:19][cH:20][cH:21][cH:22]2)[cH:23][cH:24]1>>[CH:2]([F:8])([F:9])[O:10][c:11]1[cH:12][cH:13][c:14]([O:15][CH2:16][c:17]2[cH:18][cH:19][cH:20][cH:21][cH:22]2)[cH:23][cH:24]1. Starting materials: BrC1=CC(=C(C=C1)NC(CC(=O)OCC)=O)C (ethyl 3-[(4-bromo-2-methylphenyl)amino]-3-oxopropanoate), COC(N(C)C)OC (N,N-dimethylformamide dimethyl acetal), acetal. The solvent is C1CCCCC1 (cyclohexane). Reaction conditions: time 8 hour. Yields the product BrC1=CC(=C(C=C1)NC(C(C(=O)OCC)=CN(C)C)=O)C (ethyl 3-[(4-bromo-2-methylphenyl)amino]-2-(dimethylaminomethylene)-3-oxopropanoate). Yield: 50.0%. RXN SMILES: [Br:1][C:2]1[CH:7]=[CH:6][C:5]([NH:8][C:9](=[O:16])[CH2:10][C:11]([O:13][CH2:14][CH3:15])=[O:12])=[C:4]([CH3:17])[CH:3]=1.CO[CH:20](OC)[N:21]([CH3:23])[CH3:22]>C1CCCCC1>[Br:1][C:2]1[CH:7]=[CH:6][C:5]([NH:8][C:9](=[O:16])[C:10](=[CH:20][N:21]([CH3:23])[CH3:22])[C:11]([O:13][CH2:14][CH3:15])=[O:12])=[C:4]([CH3:17])[CH:3]=1. Procedure details: A mixture of 21.12 grams (0.07 mole) of ethyl 3-[(4-bromo-2-methylphenyl)amino]-3-oxopropanoate, 12.58 grams (0.11 mole) of N,N-dimethylformamide dimethyl acetal and 900 milliliters of cyclohexane was heated under reflux for a period of thirty two minutes at which time TLC indicated the reaction to be incomplete. Another 12.58-gram (0.11 mole) portion of the acetal was then added and the reaction mixture stirred overnight at ambient temperature. Solvent was stripped from the mixture under reduce...